Dataset: the Open Reaction Database (ORD), a public repository of structured organic reaction records. Task: describe an organic reaction: reactants, conditions, products, and yield Reactants: BrC(F)F (bromodifluoromethane), BrC=1C(=NN2N=C(C=CC21)OC)C2=CC(=CC=C2)F (3-bromo-2-(3-fluoro-phenyl)-6-methoxy-pyrazolo[1,5-b]pyridazine), [H-].[Na+] (sodium hydride), Cl.N1=CC=CC=C1 (Pyridine hydrochloride), ice water. Run in C(C)(=O)OCC (ethyl acetate), CN(C)C=O (DMF). Run at time 20 minute. The product is FC(OC=1C=CC=2N(N1)N=C(C2)C2=CC(=CC=C2)F)F (6-Difluoromethoxy-2-(3-fluoro-phenyl)-pyrazolo[1,5-b]pyridazine). Isolated yield 60.0%. As a reaction SMILES: Br[C:2]1[C:3]([C:13]2[CH:18]=[CH:17][CH:16]=[C:15]([F:19])[CH:14]=2)=[N:4][N:5]2[C:10]=1[CH:9]=[CH:8][C:7]([O:11]C)=[N:6]2.Cl.N1C=CC=CC=1.[H-].[Na+].Br[CH:30]([F:32])[F:31]>CN(C=O)C.C(OCC)(=O)C>[F:31][CH:30]([F:32])[O:11][C:7]1[CH:8]=[CH:9][C:10]2[N:5]([N:4]=[C:3]([C:13]3[CH:18]=[CH:17][CH:16]=[C:15]([F:19])[CH:14]=3)[CH:2]=2)[N:6]=1 |f:1.2,3.4|. Reported procedure: Portions of 3-bromo-2-(3-fluoro-phenyl)-6-methoxy-pyrazolo[1,5-b]pyridazine (400 mg, 2.1 g total) were placed in individual Reactivials equipped with a magnetic stirrer bar. Pyridine hydrochloride (10 eq) was added to each vial, the vials sealed, and heated to 200° for 3 hours. The vials were allowed to cool to ˜140° before opening and the contents poured into ice/water. The resulting mixture was extracted into ethyl acetate (3×100 ml) and the combined organic extracts washed with water (7×75 ml...